From a dataset of the Open Reaction Database (ORD), a public repository of structured organic reaction records. describe an organic reaction: reactants, conditions, products, and yield Yields the product CNC(=O)ON=CC=NOC(C)=O. Reaction SMILES: [C:5]([CH3:6])(=[O:7])[O:8][N:9]=[CH:10][CH:11]=[N:12][OH:13].[CH3:1][N:2]=[C:3]=[O:4]>>[CH3:1][NH:2][C:3](=[O:4])[O:13][N:12]=[CH:11][CH:10]=[N:9][O:8][C:5]([CH3:6])=[O:7]. Reactants: CC(=O)ON=CC=NO, CN=C=O. Reactants: COC(=O)c1cc(-n2cnc(C#N)c2)c(C(F)(F)F)cc1[N+](=O)[O-], CO. Yields the product COC(=O)c1cc(-n2cnc(C#N)c2)c(C(F)(F)F)cc1N. As a reaction SMILES: [CH3:1][O:2][C:3]([c:4]1[c:5]([N+:21]([O-:22])=[O:23])[cH:6][c:7]([C:17]([F:18])([F:19])[F:20])[c:8](-[n:10]2[cH:11][n:12][c:13]([C:15]#[N:16])[cH:14]2)[cH:9]1)=[O:24].[CH3:25][OH:26]>>[CH3:1][O:2][C:3]([c:4]1[c:5]([NH2:21])[cH:6][c:7]([C:17]([F:18])([F:19])[F:20])[c:8](-[n:10]2[cH:11][n:12][c:13]([C:15]#[N:16])[cH:14]2)[cH:9]1)=[O:24]. Starting materials: CC(C)CCON=O, ClCCl, CC1(C)CNc2ccc(F)cc21, O. Yields the product CC1(C)CN(N=O)c2ccc(F)cc21. As a reaction SMILES: [CH3:1][CH:2]([CH2:3][CH2:4][O:6][N:7]=[O:5])[CH3:8].[Cl:22][CH2:23][Cl:24].[F:9][c:10]1[cH:11][c:12]2[c:16]([cH:17][cH:18]1)[NH:15][CH2:14][C:13]2([CH3:19])[CH3:20].[OH2:21]>>[O:6]=[N:7][N:15]1[CH2:14][C:13]([CH3:19])([CH3:20])[c:12]2[cH:11][c:10]([F:9])[cH:18][cH:17][c:16]21.